This data is from the Open Reaction Database (ORD), a public repository of structured organic reaction records. The task is: describe an organic reaction: reactants, conditions, products, and yield The reactants are N[C@@H](CS)C(=O)O (L-cysteine), C(=O)(CCCCCCCCC)Cl (capric acid chloride). The product is N([C@@H](CS)C(=O)O)C(=O)CCCCCCCCC (decanoyl-Cys). RXN SMILES: [NH2:1][C@H:2]([C:5]([OH:7])=[O:6])[CH2:3][SH:4].[C:8](Cl)([CH2:10][CH2:11][CH2:12][CH2:13][CH2:14][CH2:15][CH2:16][CH2:17][CH3:18])=[O:9]>>[NH:1]([C:8]([CH2:10][CH2:11][CH2:12][CH2:13][CH2:14][CH2:15][CH2:16][CH2:17][CH3:18])=[O:9])[C@H:2]([C:5]([OH:7])=[O:6])[CH2:3][SH:4]. Reported procedure: 20 g of L-cysteine (0.1652 mol) are reacted with 28.2 g (0.1487 mol) of capric acid chloride analogously to Stage 6.1 to form decanoyl-Cys; m.p. 57°-58°, Rf =0.21 (CHCl3 :methanol=85:15), [α]D20 =-15° (c=0.814, CHCl3 :MeOH=1:1). Starting materials: CCOC(CNC(=O)c1cc(C)nc(C)c1)(OCC)c1cc(C)nc(CC(C)C)c1, C1CCOC1, Cl, [Na+], [OH-]. Yields the product Cc1cc(C(=O)NCC(=O)c2cc(C)nc(CC(C)C)c2)cc(C)n1. As a reaction SMILES: [CH2:1]([O:3][C:4]([O:2][CH2:28][CH3:29])([CH2:5][NH:6][C:7]([c:8]1[cH:9][c:10]([CH3:15])[n:11][c:12]([CH3:14])[cH:13]1)=[O:16])[c:17]1[cH:18][c:19]([CH2:24][CH:25]([CH3:26])[CH3:27])[n:20][c:21]([CH3:23])[cH:22]1)[CH3:30].[CH2:33]1[O:34][CH2:35][CH2:36][CH2:37]1.[ClH:38].[Na+:32].[OH-:31]>>[O:3]=[C:4]([CH2:5][NH:6][C:7]([c:8]1[cH:9][c:10]([CH3:15])[n:11][c:12]([CH3:14])[cH:13]1)=[O:16])[c:17]1[cH:18][c:19]([CH2:24][CH:25]([CH3:26])[CH3:27])[n:20][c:21]([CH3:23])[cH:22]1. The reactants are C(=O)(OC(C)(C)C)NCC1CC(C1)O (3-(N-BOC-aminomethyl)-cyclobutanol), N(=NC(=O)OCC)C(=O)OCC (diethyl azodicarboxylate), ON1C(C=2C(C1=O)=CC=CC2)=O (N-hydroxyphthalimide), C1(=CC=CC=C1)P(C1=CC=CC=C1)C1=CC=CC=C1 (triphenylphosphine). Solvent: C(C)(=O)OCC.CCCCCC (ethyl acetate hexane). Product: C(=O)(OC(C)(C)C)NCC1CC(C1)ON1C(C2=CC=CC=C2C1=O)=O (2-[3-(N-BOC-aminomethyl)-cyclobutyloxy]-1H-isoindole-1,3(2H)-dione). Reaction SMILES: [C:1]([NH:8][CH2:9][CH:10]1[CH2:13][CH:12]([OH:14])[CH2:11]1)([O:3][C:4]([CH3:7])([CH3:6])[CH3:5])=[O:2].O[N:16]1[C:20](=[O:21])[C:19]2=[CH:22][CH:23]=[CH:24][CH:25]=[C:18]2[C:17]1=[O:26].C1(P(C2C=CC=CC=2)C2C=CC=CC=2)C=CC=CC=1.N(C(OCC)=O)=NC(OCC)=O>C(OCC)(=O)C.CCCCCC>[C:1]([NH:8][CH2:9][CH:10]1[CH2:13][CH:12]([O:14][N:16]2[C:20](=[O:21])[C:19]3[C:18](=[CH:25][CH:24]=[CH:23][CH:22]=3)[C:17]2=[O:26])[CH2:11]1)([O:3][C:4]([CH3:6])([CH3:7])[CH3:5])=[O:2] |f:4.5|. Procedure details: Analogously to Example 1 b, but using ethyl acetate/hexane mixtures (1:3 and 1:1) in the flash chromatography, starting from 15.24 g (0.0757 mol) of 3-(N-BOC-aminomethyl)-cyclobutanol, 12.35 g (0.0757 mol) of N-hydroxyphthalimide, 19.85 g (0.0757 mol) of triphenylphosphine and 13.3 ml (0.0795 mol) of diethyl azodicarboxylate (93%), the title compound, which melts at 161°-162° C. after recrystallization from ethyl acetate, is obtained. Evaporation of the mother liquor and recrystallization of the... The reactants are CN1CCCC1, Clc1ncnc2[nH]c(-c3ccccc3)cc12, O=[N+]([O-])c1ccc(O)cc1F, O, Cc1cccc(C)n1. The product is O=[N+]([O-])c1ccc(Oc2ncnc3[nH]c(-c4ccccc4)cc23)cc1F. Reaction SMILES: [CH3:20][N:21]1[CH2:22][CH2:23][CH2:24][CH2:25]1.[Cl:26][c:27]1[c:28]2[c:29]([n:30][cH:31][n:32]1)[nH:33][c:34](-[c:36]1[cH:37][cH:38][cH:39][cH:40][cH:41]1)[cH:35]2.[F:1][c:2]1[cH:3][c:4]([OH:11])[cH:5][cH:6][c:7]1[N+:8](=[O:9])[O-:10].[OH2:42].[n:12]1[c:13]([CH3:14])[cH:15][cH:16][cH:17][c:18]1[CH3:19]>>[F:1][c:2]1[cH:3][c:4]([O:11][c:27]2[c:28]3[c:29]([n:30][cH:31][n:32]2)[nH:33][c:34](-[c:36]2[cH:37][cH:38][cH:39][cH:40][cH:41]2)[cH:35]3)[cH:5][cH:6][c:7]1[N+:8](=[O:9])[O-:10]. Starting materials: [OH-].[K+] (potassium hydroxide), [OH-].[Na+] (sodium hydroxide), C(C)(C)(C)OO (tert.-butylhydroperoxide), C(C)(C)N=NC1(CCCCC1)Cl (1-isopropylazo-1-chlorocyclohexane). The solvent is ice water. Run at time 30 minute. Yields the product C(C)(C)N=NC1(CCCCC1)OOC(C)(C)C (1-Isopropylazo-1-(tert.-butylperoxy)cyclohexane). RXN SMILES: [OH-].[K+].[C:3]([O:7][OH:8])([CH3:6])([CH3:5])[CH3:4].[CH:9]([N:12]=[N:13][C:14]1(Cl)[CH2:19][CH2:18][CH2:17][CH2:16][CH2:15]1)([CH3:11])[CH3:10].[OH-].[Na+]>>[CH:9]([N:12]=[N:13][C:14]1([O:8][O:7][C:3]([CH3:6])([CH3:5])[CH3:4])[CH2:19][CH2:18][CH2:17][CH2:16][CH2:15]1)([CH3:11])[CH3:10] |f:0.1,4.5|. Procedure details: To a stirred solution of 24.7 grams (0.11 moles) of 25% potassium hydroxide in an erlenmeyer flask equipped with a magnetic stirrer, thermometer and addition funnel was added 14.0 grams (0.14 moles) of 90% tert.-butylhydroperoxide while holding the temperature below 30° C with a cold water bath. After the addition was complete, the reaction was stirred for 30 minutes at room temperature, cooled to 18° C and with rapid stirring 18.85 grams (0.1 mole) of 1-isopropylazo-1-chlorocyclohexane (from Ex... Yields the product ClC=1C=CC(=NC1)C1=CC=2C(N(C=CC2O1)C=1C=CC=2N(C1)C(=C(N2)C2CC2)C)=O (2-(5-Chloropyridin-2-yl)-5-(2-cyclopropyl-3-methylimidazo[1,2-a]pyridin-6-yl)furo[3,2-c]pyridin-4(5H)-one). Procedure: A mixture of 2-(5-chloropyridin-2-yl)furo[3,2-c]pyridin-4(5H)-one (69.0 mg), 2-cyclopropyl-6-iodo-3-methylimidazo[1,2-a]pyridine (100 mg), N,N′-dimethylethylenediamine (0.030 mL), copper(I) iodide (53.3 mg), potassium carbonate (116 mg) and DMSO (3.0 mL) was heated at 220° C. for 1 hr under microwave irradiation. The reaction mixture was purified by silica gel column chromatography (NH, ethyl acetate/hexane), and the obtained solid was washed with ethyl acetate to give the title compound (2.30 m... Isolated yield 2.0%. Run at temperature 220 celsius. The reagents and catalysts are [Cu]I (copper(I) iodide). The solvent is CS(=O)C (DMSO). Starting materials: ClC=1C=CC(=NC1)C1=CC=2C(NC=CC2O1)=O (2-(5-chloropyridin-2-yl)furo[3,2-c]pyridin-4(5H)-one), C1(CC1)C=1N=C2N(C=C(C=C2)I)C1C (2-cyclopropyl-6-iodo-3-methylimidazo[1,2-a]pyridine), CNCCNC (N,N′-dimethylethylenediamine), C([O-])([O-])=O.[K+].[K+] (potassium carbonate). RXN SMILES: [Cl:1][C:2]1[CH:3]=[CH:4][C:5]([C:8]2[O:16][C:15]3[CH:14]=[CH:13][NH:12][C:11](=[O:17])[C:10]=3[CH:9]=2)=[N:6][CH:7]=1.[CH:18]1([C:21]2[N:22]=[C:23]3[CH:28]=[CH:27][C:26](I)=[CH:25][N:24]3[C:30]=2[CH3:31])[CH2:20][CH2:19]1.CNCCNC.C(=O)([O-])[O-].[K+].[K+]>[Cu]I.CS(C)=O>[Cl:1][C:2]1[CH:3]=[CH:4][C:5]([C:8]2[O:16][C:15]3[CH:14]=[CH:13][N:12]([C:26]4[CH:27]=[CH:28][C:23]5[N:24]([C:30]([CH3:31])=[C:21]([CH:18]6[CH2:20][CH2:19]6)[N:22]=5)[CH:25]=4)[C:11](=[O:17])[C:10]=3[CH:9]=2)=[N:6][CH:7]=1 |f:3.4.5|. Starting materials: NC=1C=C(C(=C(C1)C(=O)OC1=CC=CC=C1)C(=O)OC1=CC=CC=C1)C(=O)OC1=CC=CC=C1 (5-amino-1,2,3-benzenetricarboxylic acid, triphenyl ester), ClC1=CC=C(C=2C=C(C=C(C12)S(=O)(=O)Cl)S(=O)(=O)Cl)S(=O)(=O)Cl (8-chloro-1,3,5-naphthalenetrisulfonyl chloride). Run in N1=CC=CC=C1 (pyridine). Yields the product ClC=1C=CC(=C2C=C(C=C(C12)S(=O)(=O)NC=1C=C(C(=C(C1)C(=O)OC1=CC=CC=C1)C(=O)OC1=CC=CC=C1)C(=O)OC1=CC=CC=C1)S(=O)(=O)NC=1C=C(C(=C(C1)C(=O)OC1=CC=CC=C1)C(=O)OC1=CC=CC=C1)C(=O)OC1=CC=CC=C1)S(=O)(=O)NC=1C=C(C(=C(C1)C(=O)OC1=CC=CC=C1)C(=O)OC1=CC=CC=C1)C(=O)OC1=CC=CC=C1 (5,5',5"-[(8-Chloro-1,3,5-naphthalenetriyl)tris(sulfonylimino)]-tri-1,2,3-benzenetricarboxylic acid, nonaphenyl ester). Reaction SMILES: [NH2:1][C:2]1[CH:3]=[C:4]([C:26]([O:28][C:29]2[CH:34]=[CH:33][CH:32]=[CH:31][CH:30]=2)=[O:27])[C:5]([C:17]([O:19][C:20]2[CH:25]=[CH:24][CH:23]=[CH:22][CH:21]=2)=[O:18])=[C:6]([C:8]([O:10][C:11]2[CH:16]=[CH:15][CH:14]=[CH:13][CH:12]=2)=[O:9])[CH:7]=1.[Cl:35][C:36]1[C:45]2[C:44]([S:46](Cl)(=[O:48])=[O:47])=[CH:43][C:42]([S:50](Cl)(=[O:52])=[O:51])=[CH:41][C:40]=2[C:39]([S:54](Cl)(=[O:56])=[O:55])=[CH:38][CH:37]=1>N1C=CC=CC=1>[Cl:35][C:36]1[CH:37]=[CH:38][C:39]([S:54]([NH:1][C:2]2[CH:7]=[C:6]([C:8]([O:10][C:11]3[CH:16]=[CH:15][CH:14]=[CH:13][CH:12]=3)=[O:9])[C:5]([C:17]([O:19][C:20]3[CH:25]=[CH:24][CH:23]=[CH:22][CH:21]=3)=[O:18])=[C:4]([C:26]([O:28][C:29]3[CH:30]=[CH:31][CH:32]=[CH:33][CH:34]=3)=[O:27])[CH:3]=2)(=[O:56])=[O:55])=[C:40]2[C:45]=1[C:44]([S:46]([NH:1][C:2]1[CH:7]=[C:6]([C:8]([O:10][C:11]3[CH:12]=[CH:13][CH:14]=[CH:15][CH:16]=3)=[O:9])[C:5]([C:17]([O:19][C:20]3[CH:25]=[CH:24][CH:23]=[CH:22][CH:21]=3)=[O:18])=[C:4]([C:26]([O:28][C:29]3[CH:34]=[CH:33][CH:32]=[CH:31][CH:30]=3)=[O:27])[CH:3]=1)(=[O:48])=[O:47])=[CH:43][C:42]([S:50]([NH:1][C:2]1[CH:7]=[C:6]([C:8]([O:10][C:11]3[CH:12]=[CH:13][CH:14]=[CH:15][CH:16]=3)=[O:9])[C:5]([C:17]([O:19][C:20]3[CH:25]=[CH:24][CH:23]=[CH:22][CH:21]=3)=[O:18])=[C:4]([C:26]([O:28][C:29]3[CH:34]=[CH:33][CH:32]=[CH:31][CH:30]=3)=[O:27])[CH:3]=1)(=[O:52])=[O:51])=[CH:41]2. Procedure: To a stirred solution of 13.6 g. of 5-amino-1,2,3-benzenetricarboxylic acid, triphenyl ester (U.S. Pat. No. 4,087,613) in 45 ml. of dry pyridine is added 4.58 g. of 8-chloro-1,3,5-naphthalenetrisulfonyl chloride, and the mixture is heated at 60°-70° C. for three hours. The cooled solution is added slowly with vigorous stirring to 300 ml. of ice-water, and the resulting solid is collected by filtration, washed with water, and dried. The solid is dissolved in methylene chloride, washed with water,...